Dataset: the Open Reaction Database (ORD), a public repository of structured organic reaction records. Task: describe an organic reaction: reactants, conditions, products, and yield Starting materials: C(#N)C=1C=C2C(C=CNC2=CC1OCCOC)=O (6-Cyano-7-(2-methoxyethoxy)-1,4-dihydroquinolin-4-one), CN(C)C=O (DMF), S(=O)(Cl)Cl (thionyl chloride). The product is Cl.ClC1=CC=NC2=CC(=C(C=C12)C#N)OCCOC (4-chloro-6-cyano-7-(2-methoxyethoxy)quinoline hydrochloride). Isolated yield 82.0%. As a reaction SMILES: [C:1]([C:3]1[CH:4]=[C:5]2[C:10](=[CH:11][C:12]=1[O:13][CH2:14][CH2:15][O:16][CH3:17])[NH:9][CH:8]=[CH:7][C:6]2=O)#[N:2].CN(C=O)C.S(Cl)([Cl:26])=O>>[ClH:26].[Cl:26][C:6]1[C:5]2[C:10](=[CH:11][C:12]([O:13][CH2:14][CH2:15][O:16][CH3:17])=[C:3]([C:1]#[N:2])[CH:4]=2)[N:9]=[CH:8][CH:7]=1 |f:3.4|. Reported procedure: 6-Cyano-7-(2-methoxyethoxy)-1,4-dihydroquinolin-4-one (1.9 g, 7.8 mmol) and DMF (0.2 ml) in thionyl chloride (50 ml) were heated at reflux for 2 hours. Excess thionyl chloride was removed by evaporation and the residue azeotroped with toluene and dried under vacuum to give 4-chloro-6-cyano-7-(2-methoxyethoxy)quinoline hydrochloride (2.4 g, 82%) as a solid. Reactants: O=C([O-])[O-], Cn1c(=O)c2[nH]c(N3CCCC(NC(=O)OC(C)(C)C)C3)cc2n(C)c1=O, CN(C)C=O, Clc1ccccc1CBr, [K+], [K+], O. Product: Cn1c(=O)c2c(cc(N3CCCC(NC(=O)OC(C)(C)C)C3)n2Cc2ccccc2Cl)n(C)c1=O. RXN SMILES: [C:37](=[O:38])([O-:39])[O-:40].[CH3:1][n:2]1[c:3](=[O:27])[n:4]([CH3:26])[c:5](=[O:25])[c:6]2[c:7]1[cH:8][c:9]([N:11]1[CH2:12][CH:13]([NH:17][C:18]([O:19][C:20]([CH3:21])([CH3:22])[CH3:23])=[O:24])[CH2:14][CH2:15][CH2:16]1)[nH:10]2.[CH3:44][N:45]([CH3:46])[CH:47]=[O:48].[Cl:28][c:29]1[c:30]([CH2:31][Br:32])[cH:33][cH:34][cH:35][cH:36]1.[K+:41].[K+:42].[OH2:43]>>[CH3:1][n:2]1[c:3](=[O:27])[n:4]([CH3:26])[c:5](=[O:25])[c:6]2[c:7]1[cH:8][c:9]([N:11]1[CH2:12][CH:13]([NH:17][C:18]([O:19][C:20]([CH3:21])([CH3:22])[CH3:23])=[O:24])[CH2:14][CH2:15][CH2:16]1)[n:10]2[CH2:31][c:30]1[c:29]([Cl:28])[cH:36][cH:35][cH:34][cH:33]1. Reactants: ClC1=C(C(=O)C2=C(C=CC(=C2)Cl)S(=O)(=O)NCCCCCCCCCCC(=O)Cl)C=CC=C1 (11-[2-(2-chlorobenzoyl)-4-chlorobenzenesulphonamido]undecanoic acid chloride), N (ammonia). The solvent is C1=CC=CC=C1 (benzene). Run at time 2 hour. Yields the product ClC1=C(C(=O)C2=C(C=CC(=C2)Cl)S(=O)(=O)NCCCCCCCCCCC(=O)N)C=CC=C1 (11-[2-(2-chlorobenzoyl)-4-chlorobenzenesulphonamido]undecanamide). Reaction SMILES: [Cl:1][C:2]1[CH:33]=[CH:32][CH:31]=[CH:30][C:3]=1[C:4]([C:6]1[CH:11]=[C:10]([Cl:12])[CH:9]=[CH:8][C:7]=1[S:13]([NH:16][CH2:17][CH2:18][CH2:19][CH2:20][CH2:21][CH2:22][CH2:23][CH2:24][CH2:25][CH2:26][C:27](Cl)=[O:28])(=[O:15])=[O:14])=[O:5].[NH3:34]>C1C=CC=CC=1>[Cl:1][C:2]1[CH:33]=[CH:32][CH:31]=[CH:30][C:3]=1[C:4]([C:6]1[CH:11]=[C:10]([Cl:12])[CH:9]=[CH:8][C:7]=1[S:13]([NH:16][CH2:17][CH2:18][CH2:19][CH2:20][CH2:21][CH2:22][CH2:23][CH2:24][CH2:25][CH2:26][C:27]([NH2:34])=[O:28])(=[O:15])=[O:14])=[O:5]. Procedure details: A solution of 2 g of 11-[2-(2-chlorobenzoyl)-4-chlorobenzenesulphonamido]undecanoic acid chloride in 15 ml of anhydrous benzene is saturated with ammonia at 10° C. After stirring for two hours, the reaction medium is evaporated to dryness under vacuum, the residue is taken up with water and then extracted with ethyl acetate. After evaporation, the organic phase gives crystals which are recrystallized in benzene (1.22 g). The reactants are C1CCOC1, CO, COC(=O)c1ccc2c(C3CCCCC3)c3n(c2c1)CCN(CCN(C)C)Cc1cc(F)ccc1-3, [Na+], [OH-]. The product is CN(C)CCN1CCn2c(c(C3CCCCC3)c3ccc(C(=O)O)cc32)-c2ccc(F)cc2C1. As a reaction SMILES: [CH2:36]1[O:37][CH2:38][CH2:39][CH2:40]1.[CH3:41][OH:42].[CH:1]1([c:7]2[c:8]3[cH:9][cH:10][c:11]([C:32](=[O:33])[O:34][CH3:35])[cH:12][c:13]3[n:14]3[c:15]2-[c:16]2[c:17]([cH:27][c:28]([F:31])[cH:29][cH:30]2)[CH2:18][N:19]([CH2:22][CH2:23][N:24]([CH3:25])[CH3:26])[CH2:20][CH2:21]3)[CH2:2][CH2:3][CH2:4][CH2:5][CH2:6]1.[Na+:44].[OH-:43]>>[CH:1]1([c:7]2[c:8]3[cH:9][cH:10][c:11]([C:32](=[O:33])[OH:34])[cH:12][c:13]3[n:14]3[c:15]2-[c:16]2[c:17]([cH:27][c:28]([F:31])[cH:29][cH:30]2)[CH2:18][N:19]([CH2:22][CH2:23][N:24]([CH3:25])[CH3:26])[CH2:20][CH2:21]3)[CH2:2][CH2:3][CH2:4][CH2:5][CH2:6]1. The yield is 44.1%. Procedure details: A solution of 5-(3-amino-4-methoxyphenyl)-7-cyclopentyl-7H-pyrrolo[2,3-d]pyrimidin-4-amine (40 mg, 0.124 mmol) in dichloromethane (1 ml) and pyridine (1 ml) was cooled to 0° C. and then treated with benzyl chloroformate (32 mg, 0.186 mmol) while maintaining a temperature of less than 5° C. The solution was stirred for another 1 hour at 0° C. then the solvents were removed under reduced pressure. Purification by preparative C-18 RP-HPLC then lyophilization provided benzyl N-[5-(4-amino-7-cyclopen... As a reaction SMILES: [NH2:1][C:2]1[CH:3]=[C:4]([C:10]2[C:18]3[C:17]([NH2:19])=[N:16][CH:15]=[N:14][C:13]=3[N:12]([CH:20]3[CH2:24][CH2:23][CH2:22][CH2:21]3)[CH:11]=2)[CH:5]=[CH:6][C:7]=1[O:8][CH3:9].Cl[C:26]([O:28][CH2:29][C:30]1[CH:35]=[CH:34][CH:33]=[CH:32][CH:31]=1)=[O:27]>ClCCl.N1C=CC=CC=1>[NH2:19][C:17]1[C:18]2[C:10]([C:4]3[CH:5]=[CH:6][C:7]([O:8][CH3:9])=[C:2]([NH:1][C:26](=[O:27])[O:28][CH2:29][C:30]4[CH:35]=[CH:34][CH:33]=[CH:32][CH:31]=4)[CH:3]=3)=[CH:11][N:12]([CH:20]3[CH2:21][CH2:22][CH2:23][CH2:24]3)[C:13]=2[N:14]=[CH:15][N:16]=1. Run at temperature 0 celsius, time 1 hour. Product: NC=1C2=C(N=CN1)N(C=C2C=2C=CC(=C(C2)NC(OCC2=CC=CC=C2)=O)OC)C2CCCC2 (benzyl N-[5-(4-amino-7-cyclopentyl-7H-pyrrolo[2,3-d]pyrimidin-5-yl)-2-methoxyphenyl]carbamate). Run in ClCCl (dichloromethane), N1=CC=CC=C1 (pyridine). Starting materials: NC=1C=C(C=CC1OC)C1=CN(C=2N=CN=C(C21)N)C2CCCC2 (5-(3-amino-4-methoxyphenyl)-7-cyclopentyl-7H-pyrrolo[2,3-d]pyrimidin-4-amine), ClC(=O)OCC1=CC=CC=C1 (benzyl chloroformate). The reactants are C(C1=CC=CC=C1)OC=1N=NC(=CC1OCC1=CC=CC=C1)C#CC1=CC=CC=C1 (3,4-bis(benzyloxy)-6-(phenylethynyl)pyridazine), C(C1=CC=CC=C1)OC=1N=NC(=CC1OCC1=CC=CC=C1)Cl (3,4-bis(benzyloxy)-6-chloropyridazine), C(#C)C1=CC(=CC=C1)OC(F)(F)F (1-ethynyl-3-(trifluoromethoxy)benzene), C(C1=CC=CC=C1)OC=1N=NC(=CC1OCC1=CC=CC=C1)C#CC1=CC=CC=C1 (3,4-bis(benzyloxy)-6-(phenylethynyl)pyridazine), C(C1=CC=CC=C1)OC=1N=NC(=CC1OCC1=CC=CC=C1)Cl (3,4-bis(benzyloxy)-6-chloropyridazine). The product is C(C1=CC=CC=C1)OC=1N=NC(=CC1OCC1=CC=CC=C1)C#CC1=CC(=CC=C1)OC(F)(F)F (3,4-bis(Benzyloxy)-6-{2-(3-(trifluoromethoxy)phenyl)-ethynyl}pyridazine). Yield: 37.0%. As a reaction SMILES: [CH2:1]([O:8][C:9]1[N:10]=[N:11][C:12]([C:23]#[C:24][C:25]2[CH:30]=[CH:29][CH:28]=[CH:27][CH:26]=2)=[CH:13][C:14]=1[O:15][CH2:16][C:17]1[CH:22]=[CH:21][CH:20]=[CH:19][CH:18]=1)[C:2]1[CH:7]=[CH:6][CH:5]=[CH:4][CH:3]=1.C(OC1N=NC(Cl)=CC=1OCC1C=CC=CC=1)C1C=CC=CC=1.C(C1C=CC=C([O:62][C:63]([F:66])([F:65])[F:64])C=1)#C>>[CH2:1]([O:8][C:9]1[N:10]=[N:11][C:12]([C:23]#[C:24][C:25]2[CH:30]=[CH:29][CH:28]=[C:27]([O:62][C:63]([F:66])([F:65])[F:64])[CH:26]=2)=[CH:13][C:14]=1[O:15][CH2:16][C:17]1[CH:18]=[CH:19][CH:20]=[CH:21][CH:22]=1)[C:2]1[CH:3]=[CH:4][CH:5]=[CH:6][CH:7]=1. Procedure: Prepared as described for 3,4-bis(benzyloxy)-6-(phenylethynyl)pyridazine (Intermediate 2) from 3,4-bis(benzyloxy)-6-chloropyridazine (Intermediate 1) and 1-ethynyl-3-(trifluoromethoxy)benzene in 37% yield. Starting materials: BrC=1C=NN(C1)CCCl (4-bromo-1-(2-chloroethyl)-1H-pyrazole), Intermediate 29, C([O-])([O-])=O.[K+].[K+] (potassium carbonate), N1CCCCC1 (Piperidine). The solvent is C(C)#N (Acetonitrile), CO.O (MeOH water). Reaction conditions: temperature 60 celsius. Yields the product BrC=1C=NN(C1)CCN1CCCCC1 (1-[2-(4-bromo-1H-pyrazol-1-yl)ethyl]piperidine). As a reaction SMILES: [Br:1][C:2]1[CH:3]=[N:4][N:5]([CH2:7][CH2:8]Cl)[CH:6]=1.C(=O)([O-])[O-].[K+].[K+].[NH:16]1[CH2:21][CH2:20][CH2:19][CH2:18][CH2:17]1>C(#N)C.CO.O>[Br:1][C:2]1[CH:3]=[N:4][N:5]([CH2:7][CH2:8][N:16]2[CH2:21][CH2:20][CH2:19][CH2:18][CH2:17]2)[CH:6]=1 |f:1.2.3,6.7|. Procedure: 4-bromo-1-(2-chloroethyl)-1H-pyrazole (see Intermediate 29 for a preparation) (120 mg, 0.573 mmol), potassium carbonate (158 mg, 1.146 mmol) and Piperidine (0.113 mL, 1.146 mmol) was stirred in Acetonitrile (2 mL) and heated to 60° C. for five days. The mixture was fully dissolved in MeOH/water and loaded on to a 10 g SCX cartridge. The SCX cartridge was eluted with MeOH (100 ml), followed by 2M methanolic ammonia (50 ml). The basic fractions were evaporated to dryness to give the desired produc...